Dataset: the Open Reaction Database (ORD), a public repository of structured organic reaction records. Task: describe an organic reaction: reactants, conditions, products, and yield The reactants are [N-]=[N+]=[N-].[Na+] (sodium azide), O1CCN(CC1)NC(=O)N.C1=CC=C(C(=C1)C2=C3C=CC(=[NH2+])C=C3OC4=C2C=CC(=C4)N)C(=O)O.[Cl-] (Morpholinourea rhodamine 110), FC(C(=O)O)(F)F (Trifluoroacetic acid), N(=O)OCCC(C)C (iso-amyl nitrite), C(=O)(O)[O-].[Na+] (NaHCO3). Run in C(Cl)Cl (CH2Cl2), CC#N (CH3CN). Run at time 2 hour. Yields the product C1COCCN1C(=O)NC2=CC3=C(C=C2)C4(C5=C(O3)C=C(C=C5)N=[N+]=[N-])C6=CC=CC=C6C(=O)O4 (Sulfidefluor-2). Isolated yield 80.8%. RXN SMILES: [O:1]1[CH2:6][CH2:5][N:4](NC(N)=O)[CH2:3][CH2:2]1.[CH:11]1[CH:16]=[C:15]([C:17]2[C:27]3[CH:28]=[CH:29][C:30]([NH2:32])=[CH:31][C:26]=3[O:25][C:24]3[C:18]=2[CH:19]=[CH:20][C:21]([CH:23]=3)=[NH2+:22])[C:14]([C:33]([OH:35])=[O:34])=[CH:13][CH:12]=1.[Cl-].FC(F)(F)[C:39]([OH:41])=O.N(OCCC(C)C)=O.[N-:52]=[N+:53]=[N-].[Na+].C([O-])(O)=O.[Na+]>CC#N.C(Cl)Cl>[CH2:5]1[N:4]([C:39]([NH:22][C:21]2[CH:20]=[CH:19][C:18]3[C:17]4([O:35][C:33](=[O:34])[C:14]5[C:15]4=[CH:16][CH:11]=[CH:12][CH:13]=5)[C:27]4[CH:28]=[CH:29][C:30]([N:32]=[N+:52]=[N-:53])=[CH:31][C:26]=4[O:25][C:24]=3[CH:23]=2)=[O:41])[CH2:3][CH2:2][O:1][CH2:6]1 |f:0.1.2,5.6,7.8|. Reported procedure: Morpholinourea-rhodamine 110 (29.8 mg, 0.0672 mmol, 1.0 equiv) was dissolved in 7.2 mL 2:1 CH3CN:CH2Cl2 and cooled to 0° C. Trifluoroacetic acid (7.5 μL, 0.098 mmol, 1.5 equiv) was added to give a red solution, followed directly by the addition of iso-amyl nitrite (10.7 μL, 0.0796 mmol, 1.2 equiv) to give an orange solution. After stirring for 2 h at ambient temperature, sodium azide (12.4 mg, 0.191 mmol, 2.8 equiv) was added and the solution was allowed to stir for an additional 1 h. The reacti... Reactants: CCO, [H][H], CC(C(=O)OC1(C)CCCCC1)c1ccc([N+](=O)[O-])cc1. Product: CC(C(=O)OC1(C)CCCCC1)c1ccc(N)cc1. RXN SMILES: [CH3:24][CH2:25][OH:26].[H:22][H:23].[N+:1]([O-:2])(=[O:3])[c:4]1[cH:5][cH:6][c:7]([CH:10]([C:11](=[O:12])[O:13][C:14]2([CH3:20])[CH2:15][CH2:16][CH2:17][CH2:18][CH2:19]2)[CH3:21])[cH:8][cH:9]1>>[NH2:1][c:4]1[cH:5][cH:6][c:7]([CH:10]([C:11](=[O:12])[O:13][C:14]2([CH3:20])[CH2:15][CH2:16][CH2:17][CH2:18][CH2:19]2)[CH3:21])[cH:8][cH:9]1.